This data is from the Open Reaction Database (ORD), a public repository of structured organic reaction records. The task is: describe an organic reaction: reactants, conditions, products, and yield Reactants: C(N)(=O)C1=C(C=C(N=N1)N[C@H]1[C@H](CCCC1)NC(OC(C)(C)C)=O)NC1=NC(=C(C=C1)OC)CCC (tert-butyl (1S,2R)-2-(6-carbamoyl-5-(5-methoxy-6-propylpyridin-2-ylamino)pyridazin-3-ylamino)cyclohexylcarbamate), FC(C(=O)O)(F)F (trifluoroacetic acid). Run in ClCCl (dichloromethane). Run at time 8 hour. The product is N[C@@H]1[C@@H](CCCC1)NC1=CC(=C(N=N1)C(=O)N)NC1=NC(=C(C=C1)OC)CCC (6-((1R,2S)-2-aminocyclohexylamino)-4-(5-methoxy-6-propylpyridin-2-ylamino)pyridazine-3-carboxamide). Isolated yield 77.1%. RXN SMILES: [C:1]([C:4]1[N:9]=[N:8][C:7]([NH:10][C@@H:11]2[CH2:16][CH2:15][CH2:14][CH2:13][C@@H:12]2[NH:17]C(=O)OC(C)(C)C)=[CH:6][C:5]=1[NH:25][C:26]1[CH:31]=[CH:30][C:29]([O:32][CH3:33])=[C:28]([CH2:34][CH2:35][CH3:36])[N:27]=1)(=[O:3])[NH2:2].FC(F)(F)C(O)=O>ClCCl>[NH2:17][C@H:12]1[CH2:13][CH2:14][CH2:15][CH2:16][C@H:11]1[NH:10][C:7]1[N:8]=[N:9][C:4]([C:1]([NH2:2])=[O:3])=[C:5]([NH:25][C:26]2[CH:31]=[CH:30][C:29]([O:32][CH3:33])=[C:28]([CH2:34][CH2:35][CH3:36])[N:27]=2)[CH:6]=1. Procedure details: To a solution of tert-butyl (1S,2R)-2-(6-carbamoyl-5-(5-methoxy-6-propylpyridin-2-ylamino)pyridazin-3-ylamino)cyclohexylcarbamate (96 mg, 192 μmol) in dichloromethane (3 mL) was added trifluoroacetic acid (438 mg, 296 μL, 3.84 mmol) and the mixture stirred at room temperature overnight. The mixture was concentrated in vacuo then diluted with 25% aqueous NH4OH and dichloromethane. The phases were separated and the organic phase washed with water. The organic layer was concentrated in vacuo then p... Starting materials: CC(C)(C)OC(=O)Nc1cc(Cl)c(Cl)cc1[N+](=O)[O-], CC(C)CN, CS(C)=O. The product is CC(C)CNc1cc(NC(=O)OC(C)(C)C)c([N+](=O)[O-])cc1Cl. As a reaction SMILES: [C:1]([CH3:2])([CH3:3])([CH3:4])[O:5][C:6]([NH:7][c:8]1[c:9]([N+:16](=[O:17])[O-:18])[cH:10][c:11]([Cl:15])[c:12]([Cl:14])[cH:13]1)=[O:19].[CH2:20]([CH:21]([CH3:22])[CH3:23])[NH2:24].[CH3:25][S:26]([CH3:27])=[O:28]>>[C:1]([CH3:2])([CH3:3])([CH3:4])[O:5][C:6]([NH:7][c:8]1[c:9]([N+:16](=[O:17])[O-:18])[cH:10][c:11]([Cl:15])[c:12]([NH:24][CH2:20][CH:21]([CH3:22])[CH3:23])[cH:13]1)=[O:19]. Starting materials: CC(C)(C)[O-], CCOC(=O)CC1c2ccccc2C(=O)N1C(C)C, [Cl-], [K+], NC(N)=[NH2+], O. The product is CC(C)N1C(=O)c2ccccc2C1CC(=O)NC(=N)N. Reaction SMILES: [CH3:1][C:2]([CH3:3])([O-:4])[CH3:5].[CH:12]([CH3:13])([CH3:14])[N:15]1[CH:16]([CH2:25][C:26](=[O:27])[O:28][CH2:29][CH3:30])[c:17]2[cH:18][cH:19][cH:20][cH:21][c:22]2[C:23]1=[O:24].[Cl-:7].[K+:6].[NH2:8][C:9]([NH2:10])=[NH2+:11].[OH2:31]>>[NH:8]=[C:9]([NH2:10])[NH:11][C:26]([CH2:25][CH:16]1[N:15]([CH:12]([CH3:13])[CH3:14])[C:23](=[O:24])[c:22]2[c:17]1[cH:18][cH:19][cH:20][cH:21]2)=[O:27]. Procedure: To a solution of 4-amino-1H-pyrazole-3-carboxylic acid (4-fluoro-phenyl)-amide (200 mg; 1 mmol) and cyclohexanone (107 mg; 1.1 mmol) in dichloromethane (10 ml) were added 3 Å molecular sieves (1 g) and sodium triacetoxyborohydride (315 mg; 1.5 mmol), and the mixture was then stirred at room temperature over the weekend. The reaction mixture was filtered through Celite®, diluted with ethyl acetate, washed with brine, dried (MgSO4) and evaporated to give the 48 mg of the product as a grey gum. (LC... Reactants: FC1=CC=C(C=C1)NC(=O)C1=NNC=C1N (4-amino-1H-pyrazole-3-carboxylic acid (4-fluoro-phenyl)-amide), C1(CCCCC1)=O (cyclohexanone), C(C)(=O)O[BH-](OC(C)=O)OC(C)=O.[Na+] (sodium triacetoxyborohydride). Yields the product FC1=CC=C(C=C1)NC(=O)C1=NNC=C1NC1CCCCC1 (4-Cyclohexylamino-1H-pyrazole-3-carboxylic acid (4-fluoro-phenyl)-amide). Reaction SMILES: [F:1][C:2]1[CH:7]=[CH:6][C:5]([NH:8][C:9]([C:11]2[C:15]([NH2:16])=[CH:14][NH:13][N:12]=2)=[O:10])=[CH:4][CH:3]=1.[C:17]1(=O)[CH2:22][CH2:21][CH2:20][CH2:19][CH2:18]1.C(O[BH-](OC(=O)C)OC(=O)C)(=O)C.[Na+]>ClCCl>[F:1][C:2]1[CH:3]=[CH:4][C:5]([NH:8][C:9]([C:11]2[C:15]([NH:16][CH:17]3[CH2:22][CH2:21][CH2:20][CH2:19][CH2:18]3)=[CH:14][NH:13][N:12]=2)=[O:10])=[CH:6][CH:7]=1 |f:2.3|. The solvent is ClCCl (dichloromethane). The yield is 15.9%. RXN SMILES: [C:1]([NH:5]/[N:6]=[C:7](\[CH3:13])/[C:8]([O:10][CH2:11][CH3:12])=[O:9])([CH3:4])([CH3:3])[CH3:2].[Cl-].Cl[CH:16]=[N+](C)C.[C:20](=[O:23])(O)[O-].[Na+]>C1(C)C=CC=CC=1>[C:1]([N:5]1[CH:16]=[C:13]([CH:20]=[O:23])[C:7]([C:8]([O:10][CH2:11][CH3:12])=[O:9])=[N:6]1)([CH3:4])([CH3:3])[CH3:2] |f:1.2,3.4|. Reported procedure: To a yellow orange solution of (E)-ethyl 2-(2-tert-butylhydrazono)propanoate (22.9 g, 123 mmol) in toluene (300 mL) was added (chloromethylene)dimethylammonium chloride (Vilsmeier salt, 34.0 g, 252 mmol) in a single portion. The suspension was stirred 3 hours at room temperature, slowly becoming a biphasic mixture of toluene over a thick orange oil. The reaction mixture was cooled to 0° C. and slowly neutralized with saturated aqueous sodium bicarbonate. The layers were separated and the aqueous... Product: C(C)(C)(C)N1N=C(C(=C1)C=O)C(=O)OCC (ethyl 1-tert-butyl-4-formyl-1H-pyrazole-3-carboxylate). Run at time 3 hour. Run in C1(=CC=CC=C1)C (toluene), C1(=CC=CC=C1)C (toluene). Reactants: C(C)(C)(C)N\N=C(\C(=O)OCC)/C ((E)-ethyl 2-(2-tert-butylhydrazono)propanoate), [Cl-].ClC=[N+](C)C ((chloromethylene)dimethylammonium chloride), C([O-])(O)=O.[Na+] (sodium bicarbonate). The reactants are COC1=CC=C2[C@H]([C@@](CSC2=C1)(C)C1=CC=C(C=C1)OC)CC=C ((3S,4S)-7-methoxy-3-(4-methoxyphenyl)-3-methyl-4-(2-propenyl)thiochroman), FC(CCC(C(=O)OCC)CCCCCC=C)(C(C(C(F)(F)F)(F)F)(F)F)F (ethyl 2-(3,3,4,4,5,5,6,6,6-nonafluorohexyl)-8-nonenoate). The product is OC1=CC=C2[C@H]([C@@](CSC2=C1)(C)C1=CC=C(C=C1)O)CCCCCCCCC(C(=O)O)CCC(C(C(C(F)(F)F)(F)F)(F)F)(F)F (10-[(3S,4S)-7-hydroxy-3-(4-hydroxyphenyl)-3-methylthiochroman-4-yl]-2-(3,3,4,4,5,5,6,6,6-nonafluorohexyl)decanoic acid). Reaction SMILES: C[O:2][C:3]1[CH:12]=[C:11]2[C:6]([C@@H:7]([CH2:22]C=C)[C@:8]([C:14]3[CH:19]=[CH:18][C:17]([O:20]C)=[CH:16][CH:15]=3)([CH3:13])[CH2:9][S:10]2)=[CH:5][CH:4]=1.[F:25][C:26]([F:52])([C:42]([F:51])([F:50])[C:43]([F:49])([F:48])[C:44]([F:47])([F:46])[F:45])[CH2:27][CH2:28][CH:29]([CH2:35][CH2:36][CH2:37][CH2:38][CH2:39][CH:40]=[CH2:41])[C:30]([O:32]CC)=[O:31]>>[OH:2][C:3]1[CH:12]=[C:11]2[C:6]([C@@H:7]([CH2:22][CH2:41][CH2:40][CH2:39][CH2:38][CH2:37][CH2:36][CH2:35][CH:29]([CH2:28][CH2:27][C:26]([F:52])([F:25])[C:42]([F:51])([F:50])[C:43]([F:49])([F:48])[C:44]([F:46])([F:47])[F:45])[C:30]([OH:32])=[O:31])[C@:8]([C:14]3[CH:15]=[CH:16][C:17]([OH:20])=[CH:18][CH:19]=3)([CH3:13])[CH2:9][S:10]2)=[CH:5][CH:4]=1. Procedure: Starting with the (3S,4S)-7-methoxy-3-(4-methoxyphenyl)-3-methyl-4-(2-propenyl)thiochroman resolved as Peak 1 in Example 17 and the ethyl 2-(3,3,4,4,5,5,6,6,6-nonafluorohexyl)-8-nonenoate prepared in Example 3, a procedure analogous to that as shown in Example 8 was repeated to give 10-[(3S,4S)-7-hydroxy-3-(4-hydroxyphenyl)-3-methylthiochroman-4-yl]-2-(3,3,4,4,5,5,6,6,6-nonafluorohexyl)decanoic acid. Reactants: C1(CCCC1)C1(OC(CC(C1)=O)=O)CCC1=CC(=C(C=C1)OC(C)=O)CC (acetic acid 4-[2-(2-cyclopentyl-4,6-dioxo-tetrahydro-pyran-2-yl)-ethyl]-2-ethyl-phenyl ester), C([O-])([O-])=O.[K+].[K+] (potassium carbonate). Solvent: CO (MeOH). Run at time 1 hour. The product is C1(CCCC1)C1(CC(CC(O1)=O)=O)CCC1=CC(=C(C=C1)O)CC (6-Cyclopentyl-6-[2-(3-ethyl-4-hydroxy-phenyl)-ethyl]-dihydro-pyran-2,4-dione). Yield: 299.0%. RXN SMILES: [CH:1]1([C:6]2([CH2:14][CH2:15][C:16]3[CH:21]=[CH:20][C:19]([O:22]C(=O)C)=[C:18]([CH2:26][CH3:27])[CH:17]=3)[CH2:11][C:10](=[O:12])[CH2:9][C:8](=[O:13])[O:7]2)[CH2:5][CH2:4][CH2:3][CH2:2]1.C(=O)([O-])[O-].[K+].[K+]>CO>[CH:1]1([C:6]2([CH2:14][CH2:15][C:16]3[CH:21]=[CH:20][C:19]([OH:22])=[C:18]([CH2:26][CH3:27])[CH:17]=3)[O:7][C:8](=[O:13])[CH2:9][C:10](=[O:12])[CH2:11]2)[CH2:5][CH2:4][CH2:3][CH2:2]1 |f:1.2.3|. Procedure: A mixture of acetic acid 4-[2-(2-cyclopentyl-4,6-dioxo-tetrahydro-pyran-2-yl)-ethyl]-2-ethyl-phenyl ester (0.92 g, 2.47 mmol, from Step 3), potassium carbonate (0.68 g, 4.9 mmol) in MeOH (10 mL) was stirred at rt for 1 h. The reaction mixture was partitioned between 1 N HCl and EtOAc. The organic layer was washed with brine, dried over Na2SO4 and concentrated to a yellow oil. The oil was purified by silica gel chromatography (20% to 40% EtOAc in hexanes) to give the title compound (2.44 g, 59%). The reactants are O (water), C([O-])([O-])=O.[Cs+].[Cs+] (caesium carbonate), BrCC(=O)OCC (ethyl bromoacetate), ClC1=CC2=C(CC(NCC2C2=C(C=CC=C2)OC)=O)C=C1 (7-Chloro-5-(2-methoxyphenyl)-1,3,4,5-tetrahydro-2H-3-benzazepin-2-one). Run in CN(C)C=O (DMF). Reaction conditions: time 8 hour. The product is C(C)OC(CN1C(CC2=C(C(C1)C1=C(C=CC=C1)OC)C=C(C=C2)Cl)=O)=O (Ethyl[8-chloro-1-(2-methoxyphenyl)-4-oxo-1,2,4,5-tetrahydro-3H-3-benzazepin-3-yl]acetate). As a reaction SMILES: [Cl:1][C:2]1[CH:21]=[CH:20][C:5]2[CH2:6][C:7](=[O:19])[NH:8][CH2:9][CH:10]([C:11]3[CH:16]=[CH:15][CH:14]=[CH:13][C:12]=3[O:17][CH3:18])[C:4]=2[CH:3]=1.C(=O)([O-])[O-].[Cs+].[Cs+].Br[CH2:29][C:30]([O:32][CH2:33][CH3:34])=[O:31].O>CN(C=O)C>[CH2:33]([O:32][C:30](=[O:31])[CH2:29][N:8]1[CH2:9][CH:10]([C:11]2[CH:16]=[CH:15][CH:14]=[CH:13][C:12]=2[O:17][CH3:18])[C:4]2[CH:3]=[C:2]([Cl:1])[CH:21]=[CH:20][C:5]=2[CH2:6][C:7]1=[O:19])[CH3:34] |f:1.2.3|. Reported procedure: 254 mg of the compound from Example 21A (0.84 mol) are dissolved in 5 ml of DMF, and 549 mg of caesium carbonate (1.68 mol) and 190 μl of ethyl bromoacetate (281 mg, 1.68 mol) are added. The reaction mixture is stirred at room temperature overnight. 6 ml of water are added, and the mixture is extracted three times with dichloromethane. The combined organic phases are washed with saturated sodium chloride solution and dried over sodium sulphate. The solvent is removed in a rotary evaporator, and ...